The task is: describe an organic reaction: reactants, conditions, products, and yield. This data is from the Open Reaction Database (ORD), a public repository of structured organic reaction records. Starting materials: C(C)OC(=O)C1=CNC=2N(C1=O)C(CCC2C(=O)N(C)C)C (3-ethoxycarbonyl-6-methyl-9-(N,N-dimethylamino-carbonyl)-4-oxo-1,6,7,8-tetrahydro-4H-pyrido[1,2-a]pyrimidine), N (ammonia). Run in C(C)O (ethanol), C(C)O (ethanol). Run at time 3 day. The product is NC(=O)C1=CNC=2N(C1=O)C(CCC2C(=O)N(C)C)C (3-aminocarbonyl-6-methyl-9-(N,N-dimethylamino-carbonyl)-4-oxo-1,6,7,8-tetrahydro-4H-pyrido[1,2-a]pyrimidine). Reaction SMILES: C([O:3][C:4]([C:6]1[C:11](=[O:12])[N:10]2[CH:13]([CH3:22])[CH2:14][CH2:15][C:16]([C:17]([N:19]([CH3:21])[CH3:20])=[O:18])=[C:9]2[NH:8][CH:7]=1)=O)C.[NH3:23]>C(O)C>[NH2:23][C:4]([C:6]1[C:11](=[O:12])[N:10]2[CH:13]([CH3:22])[CH2:14][CH2:15][C:16]([C:17]([N:19]([CH3:21])[CH3:20])=[O:18])=[C:9]2[NH:8][CH:7]=1)=[O:3]. Procedure details: 3.07 g. of 3-ethoxycarbonyl-6-methyl-9-(N,N-dimethylamino-carbonyl)-4-oxo-1,6,7,8-tetrahydro-4H-pyrido[1,2-a]pyrimidine are dissolved in ethanol. To the solution a 20% by W/V solution of ammonia in ethanol is added and the reaction mixture is allowed to stand in a closed vessel at room temperature for 3 days. The precipitated crystals are filtered, washed with ethanol. 1.18 g. of 3-aminocarbonyl-6-methyl-9-(N,N-dimethylamino-carbonyl)-4-oxo-1,6,7,8-tetrahydro-4H-pyrido[1,2-a]pyrimidine is obtain... The reactants are O=C([O-])[O-], CN(C)c1[nH]ccc1[N+](=O)[O-], ClCCN(Cc1ccc(Cl)cc1)Cc1ccc(Cl)nc1, [K+], [K+], CN(C)C=O. The product is CN(C)c1[nH]cc(CCN(Cc2ccc(Cl)cc2)Cc2ccc(Cl)nc2)c1[N+](=O)[O-]. RXN SMILES: [C:32](=[O:33])([O-:34])[O-:35].[CH3:21][N:22]([c:23]1[nH:24][cH:25][cH:26][c:27]1[N+:28](=[O:29])[O-:30])[CH3:31].[Cl:1][c:2]1[cH:3][cH:4][c:5]([CH2:8][N:9]([CH2:10][c:11]2[cH:12][cH:13][c:14]([Cl:17])[cH:15][cH:16]2)[CH2:18][CH2:19][Cl:20])[cH:6][n:7]1.[K+:36].[K+:37].[O:38]=[CH:39][N:40]([CH3:41])[CH3:42]>>[Cl:1][c:2]1[cH:3][cH:4][c:5]([CH2:8][N:9]([CH2:10][c:11]2[cH:12][cH:13][c:14]([Cl:17])[cH:15][cH:16]2)[CH2:18][CH2:19][c:26]2[cH:25][nH:24][c:23]([N:22]([CH3:21])[CH3:31])[c:27]2[N+:28](=[O:29])[O-:30])[cH:6][n:7]1. The reactants are ClCCCBr, Cc1ccc2c(c1)CCC(=O)N2, [H-], [Na+], CN(C)C=O. Yields the product Cc1ccc2c(c1)CCC(=O)N2CCCCl. As a reaction SMILES: [Br:15][CH2:16][CH2:17][CH2:18][Cl:19].[CH3:1][c:2]1[cH:3][c:4]2[c:9]([cH:10][cH:11]1)[NH:8][C:7](=[O:12])[CH2:6][CH2:5]2.[H-:14].[Na+:13].[O:20]=[CH:21][N:22]([CH3:23])[CH3:24]>>[CH3:1][c:2]1[cH:3][c:4]2[c:9]([cH:10][cH:11]1)[N:8]([CH2:16][CH2:17][CH2:18][Cl:19])[C:7](=[O:12])[CH2:6][CH2:5]2. The reactants are C(CCC)OC1=C(N)C=CC=C1 (2-n-Butoxyaniline), C([O-])([O-])=O.[Na+].[Na+] (sodium carbonate), BrCC1OC(C(O1)C)C (2-Bromomethyl-4,5-dimethyl-1,3-dioxolane). Conditions: temperature 100 celsius. The product is CC1OC(OC1C)CNC1=C(C=CC=C1)OCCCC (N-(4,5-dimethyl-1,3-dioxolan-2-ylmethyl)-2-n-butoxyaniline). Reaction SMILES: [CH2:1]([O:5][C:6]1[CH:12]=[CH:11][CH:10]=[CH:9][C:7]=1[NH2:8])[CH2:2][CH2:3][CH3:4].C(=O)([O-])[O-].[Na+].[Na+].Br[CH2:20][CH:21]1[O:25][CH:24]([CH3:26])[CH:23]([CH3:27])[O:22]1>>[CH3:27][CH:23]1[CH:24]([CH3:26])[O:25][CH:21]([CH2:20][NH:8][C:7]2[CH:9]=[CH:10][CH:11]=[CH:12][C:6]=2[O:5][CH2:1][CH2:2][CH2:3][CH3:4])[O:22]1 |f:1.2.3|. Procedure details: 2-n-Butoxyaniline (99 grams; 0.6 moles) and sodium carbonate (31.6 grams) were charged into a glass reaction vessel equipped with a mechanical stirrer, thermometer and reflux condenser. 2-Bromomethyl-4,5-dimethyl-1,3-dioxolane (25 ml) was added and the reaction mixture was heated at a temperature of about 100° C. for a period of about 4 hours. After this time the reaction mixture was filtered and additional sodium carbonate (5.0 grams) was added to the filtrate. The mixture was then vacuum disti... Reactants: CCCCP(CCCC)CCCC, OCCOCc1ccccc1, COC(=O)C(Cc1ccc(O)cc1)C(=O)OC, CCCCCCC, O=C(N=NC(=O)N1CCCCC1)N1CCCCC1, c1ccccc1. The product is COC(=O)C(Cc1ccc(OCCOCc2ccccc2)cc1)C(=O)OC. Reaction SMILES: [CH2:12]([P:13]([CH2:14][CH2:15][CH2:16][CH3:17])[CH2:18][CH2:19][CH2:20][CH3:21])[CH2:22][CH2:23][CH3:24].[CH2:1]([c:2]1[cH:3][cH:4][cH:5][cH:6][cH:7]1)[O:8][CH2:9][CH2:10][OH:11].[CH3:25][O:26][C:27]([CH:28]([C:29](=[O:30])[O:31][CH3:32])[CH2:33][c:34]1[cH:35][cH:36][c:37]([OH:40])[cH:38][cH:39]1)=[O:41].[CH3:66][CH2:67][CH2:68][CH2:69][CH2:70][CH2:71][CH3:72].[N:42]([C:43]([N:44]1[CH2:45][CH2:46][CH2:47][CH2:48][CH2:49]1)=[O:50])=[N:51][C:52]([N:53]1[CH2:54][CH2:55][CH2:56][CH2:57][CH2:58]1)=[O:59].[cH:60]1[cH:61][cH:62][cH:63][cH:64][cH:65]1>>[CH2:1]([c:2]1[cH:3][cH:4][cH:5][cH:6][cH:7]1)[O:8][CH2:9][CH2:10][O:11][c:37]1[cH:36][cH:35][c:34]([CH2:33][CH:28]([C:27]([O:26][CH3:25])=[O:41])[C:29](=[O:30])[O:31][CH3:32])[cH:39][cH:38]1.